From a dataset of the Open Reaction Database (ORD), a public repository of structured organic reaction records. describe an organic reaction: reactants, conditions, products, and yield Reactants: [H-].[H-].[H-].[H-].[Li+].[Al+3] (LiAlH4), C(C)OC(=O)C1=CN=C2SC3=C(N21)CCCC3 (5,6,7,8-Tetrahydro-imidazo[2,1-b]benzothiazole-3-carboxylic acid ethyl ester). Solvent: C1CCOC1 (THF). Yields the product N=1C=C(N2C1SC1=C2CCCC1)CO (5,6,7,8-Tetrahydro-imidazo[2,1-b]benzothiazole-3-methanol). Isolated yield 88.2%. Reaction SMILES: [H-].[H-].[H-].[H-].[Li+].[Al+3].C([O:9][C:10]([C:12]1[N:19]2[C:15]([S:16][C:17]3[CH2:23][CH2:22][CH2:21][CH2:20][C:18]=32)=[N:14][CH:13]=1)=O)C>C1COCC1>[N:14]1[CH:13]=[C:12]([CH2:10][OH:9])[N:19]2[C:18]3[CH2:20][CH2:21][CH2:22][CH2:23][C:17]=3[S:16][C:15]=12 |f:0.1.2.3.4.5|. Procedure details: A suspension of LiAlH4 (2.1 g) in THF (100 mL) was treated with 5,6,7,8-Tetrahydro-imidazo[2,1-b]benzothiazole-3-carboxylic acid ethyl ester (Formula F-4) (5.6 g) and reacted at 25° C. for 5.5 hours. The reaction was quenched by serial additions of water and 15% sodium hydroxide and the mixture was filtered. Evaporation of the filtrate gave 5,6,7,8-Tetrahydro-imidazo[2,1-b]benzothiazole-3-methanol (Formula F-5) (4.11 g), m.p. 182-183° after crystallization from iso-propanol. The reactants are C(C)(=O)OC(C)=O (Acetic anhydride), CC(C(=O)O)CCC(=O)O (2-methylglutaric acid), [NH4+].[OH-] (ammonia aqueous). Reaction conditions: temperature 60 celsius, time 8 hour. The product is CC1C(NC(CC1)=O)=O (3-methyl-piperidine-2,6-dione). The yield is 78.9%. RXN SMILES: C(OC(=O)C)(=O)C.[CH3:8][CH:9]([CH2:13][CH2:14][C:15]([OH:17])=O)[C:10](O)=[O:11].[NH4+:18].[OH-]>>[CH3:8][CH:9]1[CH2:13][CH2:14][C:15](=[O:17])[NH:18][C:10]1=[O:11] |f:2.3|. Reported procedure: Acetic anhydride was added to commercially available 2-methylglutaric acid (1 g, 6.8 mmol) at room temperature, and the mixture was stirred at 60° C. for 8 hours under reflux. After completion of the reaction was confirmed by TLC, the remaining acetic anhydride was removed under reduced pressure. The concentrated compound was dissolved in tetrahydrofuran and an ammonia aqueous solution (1.7 mL, 14.6 mmol) was slowly added thereto at 0° C., followed by stirring for 8 hours at room temperature. Af... Starting materials: COCCOC, Clc1cc(Cl)ncn1, [Cs+], [F-], OB(O)c1ccccc1. Yields the product Clc1cc(-c2ccccc2)ncn1. RXN SMILES: [CH2:20]([CH2:21][O:22][CH3:23])[O:24][CH3:25].[Cl:10][c:11]1[n:12][cH:13][n:14][c:15]([Cl:17])[cH:16]1.[Cs+:19].[F-:18].[OH:1][B:2]([OH:3])[c:4]1[cH:5][cH:6][cH:7][cH:8][cH:9]1>>[c:4]1(-[c:15]2[n:14][cH:13][n:12][c:11]([Cl:10])[cH:16]2)[cH:5][cH:6][cH:7][cH:8][cH:9]1. Isolated yield 83.1%. The product is IC1=CC=C(C=C1)S(=O)(=O)N1CC(CC1)[C@@H](C(N1CSCC1)=O)N ((1S)-1-{1-[(4-iodophenyl)sulfonyl]pyrrolidin-3-yl}-2-oxo-2-(1,3-thiazolidin-3-yl)ethanamine). As a reaction SMILES: [N:1]([C@@H:4]([CH:12]1[CH2:16][CH2:15][NH:14][CH2:13]1)[C:5]([N:7]1[CH2:11][CH2:10][S:9][CH2:8]1)=[O:6])=[N+]=[N-].C(NC(C)C)(C)C.[I:24][C:25]1[CH:30]=[CH:29][C:28]([S:31](Cl)(=[O:33])=[O:32])=[CH:27][CH:26]=1>C(Cl)Cl>[I:24][C:25]1[CH:30]=[CH:29][C:28]([S:31]([N:14]2[CH2:15][CH2:16][CH:12]([C@H:4]([NH2:1])[C:5](=[O:6])[N:7]3[CH2:11][CH2:10][S:9][CH2:8]3)[CH2:13]2)(=[O:33])=[O:32])=[CH:27][CH:26]=1. Reaction conditions: time 18 hour. The reactants are N(=[N+]=[N-])[C@H](C(=O)N1CSCC1)C1CNCC1 (3-[(2S)-2-azido-2-pyrrolidin-3-ylethanoyl]-1,3-thiazolidine), C(C)(C)NC(C)C (diisopropylamine), IC1=CC=C(C=C1)S(=O)(=O)Cl (4-iodobenzenesulfonyl chloride). The solvent is C(Cl)Cl (methylene chloride). Reported procedure: To a solution of 28 mg (0.1 mmol) of 3-[(2S)-2-azido-2-pyrrolidin-3-ylethanoyl]-1,3-thiazolidine in methylene chloride (1 mL) was added 0.030 mL of diisopropylamine and 29 mg (0.12 mmol ) of 4-iodobenzenesulfonyl chloride. The mixture was stirred for 18 h and subjected directly to preparative TLC on silica gel (eluent: 60% ethyl acetate in hexanes) to give the desired sulfonamide (40 mg) as an off white solid. This solid was dissolved in wet THF (10%) and 25 mg (0.1 mmol) of triphenyl phosphine ... Starting materials: COCCC1CNCCN1, S=C1Nc2ccccc2Nc2sc(C3CCCC3)nc21, ClCCl, COS(=O)(=O)C(F)(F)F, c1ccncc1. The product is COCCC1CN(C2=Nc3ccccc3Nc3sc(C4CCCC4)nc32)CCN1. As a reaction SMILES: [CH3:30][O:31][CH2:32][CH2:33][CH:34]1[NH:35][CH2:36][CH2:37][NH:38][CH2:39]1.[CH:1]1([c:6]2[n:7][c:8]3[c:14]([s:15]2)[NH:13][c:12]2[c:11]([cH:19][cH:18][cH:17][cH:16]2)[NH:10][C:9]3=[S:20])[CH2:2][CH2:3][CH2:4][CH2:5]1.[Cl:46][CH2:47][Cl:48].[S:21]([O:22][CH3:23])([C:24]([F:25])([F:26])[F:27])(=[O:28])=[O:29].[cH:40]1[cH:41][cH:42][n:43][cH:44][cH:45]1>>[CH:1]1([c:6]2[n:7][c:8]3[c:14]([s:15]2)[NH:13][c:12]2[c:11]([cH:19][cH:18][cH:17][cH:16]2)[N:10]=[C:9]3[N:38]2[CH2:37][CH2:36][NH:35][CH:34]([CH2:33][CH2:32][O:31][CH3:30])[CH2:39]2)[CH2:2][CH2:3][CH2:4][CH2:5]1. Starting materials: Cc1c(C=O)[nH]c2c1C(=O)N(CCN1CCOCC1)CC2, O=C1Cc2c(cccc2C2CCNCC2)N1. Yields the product Cc1c(C=C2C(=O)Nc3cccc(C4CCNCC4)c32)[nH]c2c1C(=O)N(CCN1CCOCC1)CC2. As a reaction SMILES: [CH3:1][c:2]1[c:3]([CH:20]=[O:21])[nH:4][c:5]2[c:6]1[C:7](=[O:19])[N:8]([CH2:11][CH2:12][N:13]1[CH2:14][CH2:15][O:16][CH2:17][CH2:18]1)[CH2:9][CH2:10]2.[NH:22]1[CH2:23][CH2:24][CH:25]([c:28]2[c:29]3[c:33]([cH:34][cH:35][cH:36]2)[NH:32][C:31](=[O:37])[CH2:30]3)[CH2:26][CH2:27]1>>[CH3:1][c:2]1[c:3]([CH:20]=[C:30]2[c:29]3[c:28]([CH:25]4[CH2:24][CH2:23][NH:22][CH2:27][CH2:26]4)[cH:36][cH:35][cH:34][c:33]3[NH:32][C:31]2=[O:37])[nH:4][c:5]2[c:6]1[C:7](=[O:19])[N:8]([CH2:11][CH2:12][N:13]1[CH2:14][CH2:15][O:16][CH2:17][CH2:18]1)[CH2:9][CH2:10]2. The product is CCC(O)(c1ccccc1)c1ccccc1. The reactants are Br[Mg]c1ccccc1, C1CCCCC1, CCC(=O)c1ccccc1, CCOCC, [Cl-], [NH4+], O. RXN SMILES: [Br:11][Mg:12][c:13]1[cH:14][cH:15][cH:16][cH:17][cH:18]1.[CH2:27]1[CH2:28][CH2:29][CH2:30][CH2:31][CH2:32]1.[CH3:1][CH2:2][C:3](=[O:4])[c:5]1[cH:6][cH:7][cH:8][cH:9][cH:10]1.[CH3:22][CH2:23][O:24][CH2:25][CH3:26].[Cl-:19].[NH4+:20].[OH2:21]>>[CH3:1][CH2:2][C:3]([OH:4])([c:5]1[cH:6][cH:7][cH:8][cH:9][cH:10]1)[c:13]1[cH:14][cH:15][cH:16][cH:17][cH:18]1.